This data is from the Open Reaction Database (ORD), a public repository of structured organic reaction records. The task is: describe an organic reaction: reactants, conditions, products, and yield The reactants are ice, [Cl-].[Na+] (sodium chloride), N[C@H]1[C@@H]2N(C(=C(CS2)C)C(=O)OC(C)(C)C)C1=O (t-butyl 7β-amino-3-methyl-3-cephem-4-carboxylate), Br (hydrobromic acid), N(=O)[O-].[Na+] (sodium nitrite). Run in O (water), C(C)O (ethanol). Yields the product Br[C@@H]1[C@@H]2N(C(=C(CS2)C)C(=O)OC(C)(C)C)C1=O (t-butyl 7α-bromo-3-methyl-3-cephem-4-carboxylate). Yield: 50.0%. Reaction SMILES: N[C@@H:2]1[C:17](=[O:18])[N:4]2[C:5]([C:10]([O:12][C:13]([CH3:16])([CH3:15])[CH3:14])=[O:11])=[C:6]([CH3:9])[CH2:7][S:8][C@H:3]12.[BrH:19].N([O-])=O.[Na+].[Cl-].[Na+]>O.C(O)C>[Br:19][C@H:2]1[C:17](=[O:18])[N:4]2[C:5]([C:10]([O:12][C:13]([CH3:16])([CH3:15])[CH3:14])=[O:11])=[C:6]([CH3:9])[CH2:7][S:8][C@H:3]12 |f:2.3,4.5|. Reported procedure: To an ice-cooled mixture of t-butyl 7β-amino-3-methyl-3-cephem-4-carboxylate (1.3 g, 0.0048 mol), ethanol (30 ml), water (8.5 ml), hydrobromic acid (48%, 5.83 ml), sodium nitrite (0.48 g, 0.00696 mol) was added portionwise over 15 minutes and the mixture was stirred at ice-temperature (-5° C.) for 3 hours, saturated with sodium chloride, extracted with ethyl acetate (3 times). The combined ethyl acetate extract was washed with water, brine, dried and concentrated to give 800 mg (50%) of pure t-b... Starting materials: C1(CCC1)NC=1C2=C(N=C(N1)NC1=CC=C(C=C1)S(=O)(=O)N1CCC(CC1)O)NC=C2 (1-(4-(4-(cyclobutylamino)-7H-pyrrolo[2,3-d]pyrimidin-2-ylamino)phenylsulfonyl)piperidin-4-ol), COC(N(C)C1=CC=C(C=C1)N)=O (methyl-4-aminophenyl(methyl)carbamate), 2-Chloro-N-cylclobutyl-7H-pyrrolo[2,3-d]pyrimidin-4-amine. The product is C1(CCC1)NC=1C2=C(N=C(N1)NC1=CC=C(C=C1)N(C(OC)=O)C)NC=C2 (methyl 4-(4-(cyclobutylamino)-7H-pyrrolo[2,3-d]pyrimidin-2-ylamino)phenyl(methyl)carbamate). As a reaction SMILES: [CH:1]1([NH:5][C:6]2[C:7]3[CH:31]=[CH:30][NH:29][C:8]=3[N:9]=[C:10]([NH:12][C:13]3[CH:18]=[CH:17][C:16](S(N4CCC(O)CC4)(=O)=O)=[CH:15][CH:14]=3)[N:11]=2)[CH2:4][CH2:3][CH2:2]1.[CH3:32][O:33][C:34](=[O:44])[N:35](C1C=CC(N)=CC=1)[CH3:36]>>[CH:1]1([NH:5][C:6]2[C:7]3[CH:31]=[CH:30][NH:29][C:8]=3[N:9]=[C:10]([NH:12][C:13]3[CH:18]=[CH:17][C:16]([N:35]([CH3:36])[C:34](=[O:44])[O:33][CH3:32])=[CH:15][CH:14]=3)[N:11]=2)[CH2:4][CH2:3][CH2:2]1. Procedure: According to the general procedure for synthesis of 1-(4-(4-(cyclobutylamino)-7H-pyrrolo[2,3-d]pyrimidin-2-ylamino)phenylsulfonyl)piperidin-4-ol, methyl-4-aminophenyl(methyl)carbamate and 2-Chloro-N-cylclobutyl-7H-pyrrolo[2,3-d]pyrimidin-4-amine gave methyl 4-(4-(cyclobutylamino)-7H-pyrrolo[2,3-d]pyrimidin-2-ylamino)phenyl(methyl)carbamate (MS calcd for C19H22N6O2 366.2. found [MH] 368.0; UV 209.8, 271.2, 304.5 nm). Reactants: C(C)(C)(C)OC(=O)C1C(CC(C1)OC1=NC(=NC2=CC(=CC=C12)OC)C1=CC=CC=C1)C(NC1(C(C1)C=C)C(=O)OCC)=O (2-(1-Ethoxycarbonyl-2-vinyl-cyclopropylcarbamoyl)-4-(7-methoxy-2-phenyl-quinazolin-4-yloxy)-cyclopentanecarboxylic acid tert-butyl ester), FC(S(=O)(=O)O)(F)F (Trifluoromethane sulfonic acid). Run in ClCCl (dichloromethane), C(C)[SiH](CC)CC (triethyl silane). Reaction conditions: time 2 hour. Yields the product C(C)OC(=O)C1(C(C1)C=C)NC(=O)C1C(CC(C1)OC1=NC(=NC2=CC(=CC=C12)OC)C1=CC=CC=C1)C(=O)O (2-(1-Ethoxycarbonyl-2-vinyl-cyclopropylcarbamoyl)-4-(7-methoxy-2-phenyl-quinazolin-4-yloxy)-cyclopentanecarboxylic acid). The yield is 99.5%. Reaction SMILES: C([O:5][C:6]([CH:8]1[CH2:12][CH:11]([O:13][C:14]2[C:23]3[C:18](=[CH:19][C:20]([O:24][CH3:25])=[CH:21][CH:22]=3)[N:17]=[C:16]([C:26]3[CH:31]=[CH:30][CH:29]=[CH:28][CH:27]=3)[N:15]=2)[CH2:10][CH:9]1[C:32](=[O:44])[NH:33][C:34]1([C:39]([O:41][CH2:42][CH3:43])=[O:40])[CH2:36][CH:35]1[CH:37]=[CH2:38])=[O:7])(C)(C)C.FC(F)(F)S(O)(=O)=O>ClCCl.C([SiH](CC)CC)C>[CH2:42]([O:41][C:39]([C:34]1([NH:33][C:32]([CH:9]2[CH2:10][CH:11]([O:13][C:14]3[C:23]4[C:18](=[CH:19][C:20]([O:24][CH3:25])=[CH:21][CH:22]=4)[N:17]=[C:16]([C:26]4[CH:27]=[CH:28][CH:29]=[CH:30][CH:31]=4)[N:15]=3)[CH2:12][CH:8]2[C:6]([OH:7])=[O:5])=[O:44])[CH2:36][CH:35]1[CH:37]=[CH2:38])=[O:40])[CH3:43]. Reported procedure: Compound 52 (780 mg, 1.29 mmol) was dissolved in dichloromethane (20 mL) and triethyl silane (0.4 mL). Trifluoromethane sulfonic acid was added dropwise at room temperature. The mixture was then left for 2 h at room temperature. Removal of the solvent gave pure title product (700 mg, 99%) MS (M+H+) 546. Reactants: Cl.ClCC(CN(C)C)C (1-chloro-3-(dimethylamino)-2-methylpropane hydrochloride), NC(=S)N (thiourea). The solvent is C(C)O (ethanol). Conditions: time 16 hour. The product is Cl.Cl.CN(CC(CSC(N)=N)C)C (S-[3-(dimethylamino)-2-methylpropyl]isothiourea dihydrochloride). Yield: 31.2%. RXN SMILES: [ClH:1].[Cl:2][CH2:3][CH:4]([CH3:9])[CH2:5][N:6]([CH3:8])[CH3:7].[NH2:10][C:11]([NH2:13])=[S:12]>C(O)C>[ClH:2].[ClH:1].[CH3:7][N:6]([CH3:8])[CH2:5][CH:4]([CH3:9])[CH2:3][S:12][C:11](=[NH:10])[NH2:13] |f:0.1,4.5.6|. Procedure: A mixture of 1-chloro-3-(dimethylamino)-2-methylpropane hydrochloride (200 g), thiourea (97.3 g) and ethanol (950 ml) was stirred and heated under reflux for 72 hours. The solution was allowed to cool and the solvent was removed in vacuo. The residue was dissolved in a small volume of ethanol and ether was added until the first permanent opalescence was observed. The mixture was stored at 4° C. for 16 hours. The solvent was removed in yacuo to afford a waxy/oily solid which was dried in vacuo ov... Conditions: temperature -10 celsius, time 10 minute. Run in O (water), COCCOC (DME). As a reaction SMILES: C([Li])CCC.[Cl:6][C:7]1[CH:12]=[CH:11][CH:10]=[C:9]([O:13][CH2:14][O:15][CH2:16][CH3:17])[N:8]=1.[I:18]I.[BH4-].[Na+].C1[CH2:26][O:25]CC1>COCCOC.O>[Cl:6][C:7]1[N:8]=[C:9]([O:13][CH2:14][O:15][CH2:16][CH3:17])[C:10]([CH2:26][OH:25])=[C:11]([I:18])[CH:12]=1 |f:3.4|. The reactants are C(CCC)[Li] (n-butyllithium), ClC1=NC(=CC=C1)OCOCC (2-chloro-6-(ethoxymethoxy)pyridine), C1CCOC1 (THF), II (iodine), C1CCOC1 (THF), solid, [BH4-].[Na+] (sodium borohydride), C(CCC)[Li] (n-butyllithium). Isolated yield 40.0%. Procedure details: To a solution of 2.5M n-butyllithium (2.2 mL, 5 mmol) in 20 mL of THF at -10° C. was added 0.94 g 2-chloro-6-(ethoxymethoxy)pyridine (5 mmol) dropwise over 2 min. The reaction mixture was stirred for 10 min. at -10° C., then cooled to -23° C. and 0.72% N-formyl-N,N',N'-trimethytethylenediamine) was added. After stirring at -23° C. for 30 min., n-butyllithium (2.5M, 3 mL, 7.5 mmol) was added dropwise and the dark reaction mixture was stirred at -23° C. for 4 hr. The mixture was transferred via a ... The product is ClC1=CC(=C(C(=N1)OCOCC)CO)I (6-chloro-4-iodo-2-(ethoxymethoxy)-3-hydroxymethylpyridine). The reactants are [BH3-]C#N, CCOC(=O)c1ccc(Nc2cc3c(cc2C)C(C)(C)CCN3C(C)C)cc1, C=O, CC(=O)O, CC#N, [Na+]. The product is CCOC(=O)c1ccc(N(C)c2cc3c(cc2C)C(C)(C)CCN3C(C)C)cc1. Reaction SMILES: [C:31]([BH3-:32])#[N:33].[CH2:1]([CH3:2])[O:3][C:4]([c:5]1[cH:6][cH:7][c:8]([NH:11][c:12]2[c:13]([CH3:27])[cH:14][c:15]3[c:20]([cH:21]2)[N:19]([CH:22]([CH3:23])[CH3:24])[CH2:18][CH2:17][C:16]3([CH3:25])[CH3:26])[cH:9][cH:10]1)=[O:28].[CH2:29]=[O:30].[CH3:35][C:36](=[O:37])[OH:38].[CH3:39][C:40]#[N:41].[Na+:34]>>[CH2:1]([CH3:2])[O:3][C:4]([c:5]1[cH:6][cH:7][c:8]([N:11]([c:12]2[c:13]([CH3:27])[cH:14][c:15]3[c:20]([cH:21]2)[N:19]([CH:22]([CH3:23])[CH3:24])[CH2:18][CH2:17][C:16]3([CH3:25])[CH3:26])[CH3:31])[cH:9][cH:10]1)=[O:28]. Yield: 49.1%. Reactants: BrC=1C=C(C=O)C=CC1OC1=CC(=C(C=C1)Cl)CC (3-bromo-4-(4-chloro-3-ethylphenoxy)benzaldehyde), tetrakis-triphenylphosphine palladium, O1C(CCCC1)N1N=CC=C1B1OC(C(O1)(C)C)(C)C (1-(tetrahydro-2H-pyran-2-yl)-5-(4,4,5,5-tetramethyl-1,3,2-dioxaborolan-2-yl)-1H-pyrazole), C([O-])([O-])=O.[Cs+].[Cs+] (cesium carbonate). Conditions: temperature 75 celsius. RXN SMILES: Br[C:2]1[CH:3]=[C:4]([CH:7]=[CH:8][C:9]=1[O:10][C:11]1[CH:16]=[CH:15][C:14]([Cl:17])=[C:13]([CH2:18][CH3:19])[CH:12]=1)[CH:5]=[O:6].[O:20]1[CH2:25][CH2:24][CH2:23][CH2:22][CH:21]1[N:26]1[C:30](B2OC(C)(C)C(C)(C)O2)=[CH:29][CH:28]=[N:27]1.C(=O)([O-])[O-].[Cs+].[Cs+]>O1CCOCC1.O>[Cl:17][C:14]1[CH:15]=[CH:16][C:11]([O:10][C:9]2[CH:8]=[CH:7][C:4]([CH:5]=[O:6])=[CH:3][C:2]=2[C:30]2[N:26]([CH:21]3[CH2:22][CH2:23][CH2:24][CH2:25][O:20]3)[N:27]=[CH:28][CH:29]=2)=[CH:12][C:13]=1[CH2:18][CH3:19] |f:2.3.4|. Run in O1CCOCC1 (dioxane), O (water). Reported procedure: 3-bromo-4-(4-chloro-3-ethylphenoxy)benzaldehyde (Preparation 9, 336 mg, 1.08 mmol), 1-(tetrahydro-2H-pyran-2-yl)-5-(4,4,5,5-tetramethyl-1,3,2-dioxaborolan-2-yl)-1H-pyrazole (300 mg, 1.08 mmol) and cesium carbonate (1.05 g, 3.24 mmol) were suspended in dioxane (4 mL) and water (2 mL). The suspension was degassed 40 minutes with nitrogen then tetrakis-triphenylphosphine palladium (62 mg, 0.054 mmol) was added and the reaction mixture was heated for 18 hours at 75° C. The solution was concentrated ... Yields the product ClC1=C(C=C(OC2=C(C=C(C=O)C=C2)C2=CC=NN2C2OCCCC2)C=C1)CC (4-(4-chloro-3-ethylphenoxy)-3-(1-(tetrahydro-2H-pyran-2-yl)-1H-pyrazol-5-yl)benzaldehyde). Starting materials: OC1=NC(=NC=C1C(=O)OCC)N1CCC2=CC=CC=C12 (ethyl 4-hydroxy-2-(2,3-dihydro-1H-indol-1-yl)-5-pyrimidinecarboxylate), OC1=NC(=NC=C1C(=O)OCC)N1[C@@H](CC2=CC=CC=C12)C (ethyl 4-hydroxy-2-[(R)-2-methyl-2,3-dihydro-1H-indol-1-yl]-5-pyrimidinecarboxylate). Product: C[C@H]1N(C2=CC=CC=C2C1)C1=NC=C(C(=N1)OC(C)C1=CC=CC=C1)C(=O)OCC (ethyl 2-[(R)-2-methyl-2,3-dihydro-1H-indol-1-yl]-4-[(RS)-1-phenylethoxy]-5-pyrimidinecarboxylate). As a reaction SMILES: OC1C(C(OCC)=O)=CN=C(N2[C:21]3[C:16](=[CH:17][CH:18]=[CH:19][CH:20]=3)[CH2:15][CH2:14]2)N=1.[OH:22][C:23]1[C:28]([C:29]([O:31][CH2:32][CH3:33])=[O:30])=[CH:27][N:26]=[C:25]([N:34]2[C:42]3[C:37](=[CH:38][CH:39]=[CH:40][CH:41]=3)[CH2:36][C@H:35]2[CH3:43])[N:24]=1>>[CH3:43][C@@H:35]1[CH2:36][C:37]2[C:42](=[CH:41][CH:40]=[CH:39][CH:38]=2)[N:34]1[C:25]1[N:24]=[C:23]([O:22][CH:15]([C:16]2[CH:21]=[CH:20][CH:19]=[CH:18][CH:17]=2)[CH3:14])[C:28]([C:29]([O:31][CH2:32][CH3:33])=[O:30])=[CH:27][N:26]=1. Procedure details: In the same manner as in Reference Example 3-1 using ethyl 4-hydroxy-2-(2,3-dihydro-1H-indol-1-yl)-5-pyrimidinecarboxylate and ethyl 4-hydroxy-2-[(R)-2-methyl-2,3-dihydro-1H-indol-1-yl]-5-pyrimidinecarboxylate as starting materials, compounds of Reference Examples 26 and 27 were synthesized. Reactants: FC1=CC=C(C=C1)S(=O)(=O)N[C@H](CCO)CO (4-Fluoro-N-[(1R)-3-hydroxy-1-(hydroxymethyl)propyl]benzenesulfonamide), C1CCN(CC1)C(=O)/N=N/C(=O)N2CCCCC2 (azodicarboxylic acid dipiperidide), C(CCC)P(CCCC)CCCC (tri-n-butylphosphine). The solvent is C1CCOC1 (THF). Reaction conditions: time 30 minute. Product: FC1=CC=C(C=C1)S(=O)(=O)N1[C@@H](C1)CCO (2-{(2R)-1-[(4-fluorophenyl)sulfonyl]aziridin-2-yl}ethanol). The yield is 77.0%. RXN SMILES: [F:1][C:2]1[CH:7]=[CH:6][C:5]([S:8]([NH:11][C@@H:12]([CH2:16]O)[CH2:13][CH2:14][OH:15])(=[O:10])=[O:9])=[CH:4][CH:3]=1.C1CCN(C(/N=N/C(N2CCCCC2)=O)=O)CC1.C(P(CCCC)CCCC)CCC>C1COCC1>[F:1][C:2]1[CH:7]=[CH:6][C:5]([S:8]([N:11]2[CH2:16][C@H:12]2[CH2:13][CH2:14][OH:15])(=[O:10])=[O:9])=[CH:4][CH:3]=1. Procedure: To a solution of 4-fluoro-N-[(1R)-3-hydroxy-1-(hydroxymethyl)propyl]benzene-sulfonamide (1 equiv) from step 2 in THF (20 mL/g) was added azodicarboxylic acid dipiperidide (1 equiv) followed by tri-n-butylphosphine (1 equiv) dropwise over 30 min. The reaction was stirred for 30 min then filtered. The filtrate was washed with THF and H2O (5 mL/g), then added to the resulting solution and stirred for 1 h. NaCl was added to separate the aqueous and organic layers. The layers were cut and the organic... Reactants: FC1=CC=C(C=C1)C1(C(N(CC1)CC(=O)O)=O)C1=CC=C(C=C1)F (2-(3,3-bis(4-fluorophenyl)-2-oxopyrrolidin-1-yl)acetic acid), C1(=CC=CC=C1)C1(CNCC1)C1=CC=CC=C1 (3,3-diphenylpyrrolidine), FC1=CC=C(C=C1)C1(C(N(CCC1)CC(=O)O)=O)C1=CC=C(C=C1)F (2-(3,3-bis(4-fluorophenyl)-2-oxopiperidin-1-yl)acetic acid), FC1=CC=C(C=C1)C1(CNCC1)C1=CC=C(C=C1)F (3,3-bis(4-fluorophenyl)pyrrolidine). Product: FC1=CC=C(C=C1)C1(CN(CC1)C(CN1C(C(CC1)(C1=CC=C(C=C1)F)C1=CC=C(C=C1)F)=O)=O)C1=CC=C(C=C1)F (1-{2-[3,3-bis(4-fluorophenyl)pyrrolidin-1-yl]-2-oxoethyl}-3,3-bis(4-fluorophenyl)pyrrolidin-2-one). As a reaction SMILES: [F:1][C:2]1[CH:7]=[CH:6][C:5]([C:8]2([C:18]3[CH:23]=[CH:22][C:21]([F:24])=[CH:20][CH:19]=3)[CH2:12][CH2:11][N:10]([CH2:13][C:14]([OH:16])=O)[C:9]2=[O:17])=[CH:4][CH:3]=1.[F:25][C:26]1[CH:31]=[CH:30][C:29]([C:32]2([C:43]3[CH:48]=[CH:47][C:46]([F:49])=[CH:45][CH:44]=3)[CH2:37]CC[N:34]([CH2:38]C(O)=O)[C:33]2=O)=[CH:28][CH:27]=1.FC1C=CC(C2(C3C=CC(F)=CC=3)CCNC2)=CC=1.C1(C2(C3C=CC=CC=3)CCNC2)C=CC=CC=1>>[F:49][C:46]1[CH:47]=[CH:48][C:43]([C:32]2([C:29]3[CH:28]=[CH:27][C:26]([F:25])=[CH:31][CH:30]=3)[CH2:37][CH2:38][N:34]([C:14](=[O:16])[CH2:13][N:10]3[CH2:11][CH2:12][C:8]([C:5]4[CH:6]=[CH:7][C:2]([F:1])=[CH:3][CH:4]=4)([C:18]4[CH:19]=[CH:20][C:21]([F:24])=[CH:22][CH:23]=4)[C:9]3=[O:17])[CH2:33]2)=[CH:44][CH:45]=1. Reported procedure: The title compound was prepared using the procedure described in Example 172 substituting 2-(3,3-bis(4-fluorophenyl)-2-oxopyrrolidin-1-yl)acetic acid from Example 58D for 2-(3,3-bis(4-fluorophenyl)-2-oxopiperidin-1-yl)acetic acid and 3,3-bis(4-fluorophenyl)pyrrolidine from Example 203A for 3,3-diphenylpyrrolidine. 1H NMR (300 MHz, CDCl3) δ ppm 7.38-7.28 (m, 4H), 7.18-7.09 (m, 4H), 7.03-6.93 (m, 8H), 4.11 (dd, J=5.1, 9.1, 4H), 3.61-3.48 (m, 3H), 3.42 (t, J=6.7, 1H), 2.77 (dd, J=6.4, 11.7, 2H), 2....